From a dataset of the Open Reaction Database (ORD), a public repository of structured organic reaction records. describe an organic reaction: reactants, conditions, products, and yield Reactants: CCOP(=O)(CC#N)OCC, C1CCOC1, CC1(C)CC(=O)CC(C)(C)C1, [H-], [Na+], O. The product is CC1(C)CC(=CC#N)CC(C)(C)C1. RXN SMILES: [C:3](#[N:4])[CH2:5][P:6](=[O:7])([O:8][CH2:9][CH3:10])[O:11][CH2:12][CH3:13].[CH2:26]1[O:27][CH2:28][CH2:29][CH2:30]1.[CH3:15][C:16]1([CH3:25])[CH2:17][C:18](=[O:24])[CH2:19][C:20]([CH3:22])([CH3:23])[CH2:21]1.[H-:2].[Na+:1].[OH2:14]>>[C:3](#[N:4])[CH:5]=[C:18]1[CH2:17][C:16]([CH3:15])([CH3:25])[CH2:21][C:20]([CH3:22])([CH3:23])[CH2:19]1. Starting materials: [BH4-], O=C1OC(=O)c2cc(Cl)c(Cl)cc21, Cl, [Na+], CN(C)C=O. The product is O=C1OCc2cc(Cl)c(Cl)cc21. As a reaction SMILES: [BH4-:1].[Cl:3][c:4]1[cH:5][c:6]2[c:7]([cH:13][c:14]1[Cl:15])[C:8](=[O:9])[O:10][C:11]2=[O:12].[ClH:16].[Na+:2].[O:17]=[CH:18][N:19]([CH3:20])[CH3:21]>>[Cl:3][c:4]1[cH:5][c:6]2[c:7]([cH:13][c:14]1[Cl:15])[C:8](=[O:9])[O:10][CH2:11]2. Starting materials: COS(=O)(=O)[O-], CCO, Cc1nc2c3ccccc3ccn2c1C[N+](C)(C)C, c1c[nH]cn1. Product: Cc1nc2c3ccccc3ccn2c1Cc1ncc[nH]1. As a reaction SMILES: [CH3:1][O:2][S:3]([O-:4])(=[O:5])=[O:6].[CH3:31][CH2:32][OH:33].[CH3:7][c:8]1[n:9][c:10]2[n:11]([cH:12][cH:13][c:14]3[cH:15][cH:16][cH:17][cH:18][c:19]23)[c:20]1[CH2:21][N+:22]([CH3:23])([CH3:24])[CH3:25].[nH:26]1[cH:27][n:28][cH:29][cH:30]1>>[CH3:7][c:8]1[n:9][c:10]2[n:11]([cH:12][cH:13][c:14]3[cH:15][cH:16][cH:17][cH:18][c:19]23)[c:20]1[CH2:21][c:27]1[nH:26][cH:30][cH:29][n:28]1. Reactants: B, O=C1CC2CCCN2CCN1, Cl, C1CCOC1, C1CCOC1, O. The product is C1CC2CCNCCN2C1. As a reaction SMILES: [BH3:6].[CH2:7]1[CH:8]2[N:9]([CH2:10][CH2:11][NH:12][C:13]1=[O:14])[CH2:15][CH2:16][CH2:17]2.[ClH:18].[O:1]1[CH2:2][CH2:3][CH2:4][CH2:5]1.[O:20]1[CH2:21][CH2:22][CH2:23][CH2:24]1.[OH2:19]>>[CH2:7]1[CH:8]2[N:9]([CH2:10][CH2:11][NH:12][CH2:13]1)[CH2:15][CH2:16][CH2:17]2. Starting materials: NC1=C(C(=C2CCCCC2=C1C(=O)O)Cl)OCC1=CC=CC=C1 (7-Amino-6-benzyloxy-8-carboxy-5-chlorotetralin). Reagents/catalysts: [Pd] (Pd/C). The solvent is CCO (EtOH). Conditions: time 2 hour. Product: NC1=C(C(=C2CCCCC2=C1C(=O)O)Cl)O (7-Amino-5-chloro-8-carboxy-6-hydroxytetralin). Yield: 86.9%. Reaction SMILES: [NH2:1][C:2]1[C:11]([C:12]([OH:14])=[O:13])=[C:10]2[C:5]([CH2:6][CH2:7][CH2:8][CH2:9]2)=[C:4]([Cl:15])[C:3]=1[O:16]CC1C=CC=CC=1>CCO.[Pd]>[NH2:1][C:2]1[C:11]([C:12]([OH:14])=[O:13])=[C:10]2[C:5]([CH2:6][CH2:7][CH2:8][CH2:9]2)=[C:4]([Cl:15])[C:3]=1[OH:16]. Reported procedure: 7-Amino-6-benzyloxy-8-carboxy-5-chlorotetralin (33 mg, 0.10 mmol) was dissolved in EtOH (3 mL) and 5% Pd/C (4 mg) was added. Hydrogenation at room temperature and atmospheric pressure for 2 h, filtration, evaporation and vacuum-drying gave the title compound (21 mg). Mp: 147° C. (dec); 1H NMR (DMSO-d6): δ 7.9 (br, NH, OH), 2.66 (t, J=6.0 Hz, 2 H), 2.54 (t, J=6.7 Hz, 2 H), 1.70-1.64 (m, 2 H) , 1.63-1.57(m, 2 H) ; 13C NMR (DMSO-d6): δ 169.73, 138.12, 136.45, 128.13, 123.32, 121.36, 115.15, 27.86, ... The reactants are ClCCl, OCc1nccn1Cc1cc(Cl)cc(Cl)c1, O=[Mn]=O. Product: O=Cc1nccn1Cc1cc(Cl)cc(Cl)c1. Reaction SMILES: [Cl:17][CH2:18][Cl:19].[Cl:1][c:2]1[cH:3][c:4]([CH2:5][n:6]2[c:7]([CH2:11][OH:12])[n:8][cH:9][cH:10]2)[cH:13][c:14]([Cl:16])[cH:15]1.[O:20]=[Mn:21]=[O:22]>>[Cl:1][c:2]1[cH:3][c:4]([CH2:5][n:6]2[c:7]([CH:11]=[O:12])[n:8][cH:9][cH:10]2)[cH:13][c:14]([Cl:16])[cH:15]1. The reactants are CCOC(=O)C(=CC1CCCCC1)c1ccc(Br)cc1, C[O-], CO, [Na+], [Na+], [OH-], O. Yields the product O=C(O)C(=CC1CCCCC1)c1ccc(Br)cc1. As a reaction SMILES: [CH2:1]([CH3:2])[O:3][C:4]([C:5](=[CH:6][CH:7]1[CH2:8][CH2:9][CH2:10][CH2:11][CH2:12]1)[c:13]1[cH:14][cH:15][c:16]([Br:19])[cH:17][cH:18]1)=[O:20].[CH3:21][O-:22].[CH3:27][OH:28].[Na+:23].[Na+:26].[OH-:25].[OH2:24]>>[O:3]=[C:4]([C:5](=[CH:6][CH:7]1[CH2:8][CH2:9][CH2:10][CH2:11][CH2:12]1)[c:13]1[cH:14][cH:15][c:16]([Br:19])[cH:17][cH:18]1)[OH:20]. The reactants are Cl.C(C)N=C=NCCCN(C)C (1-ethyl-3-(3-dimethylaminopropyl)carbodiimide hydrochloride), FC(C=1C=CC(=NC1)OC1=CC=C(C=C1)CC(=O)O)(F)F (4-[(5-trifluoromethylpyridin-2-yl)oxy]phenylacetic acid), NC1=C(C(=NC=C1)CC)Cl (4-amino-3-chloro-2-ethylpyridine). Run in ClCCl (dichloromethane), ClCCl (dichloromethane). Product: ClC=1C(=NC=CC1NC(CC1=CC=C(C=C1)OC1=NC=C(C=C1)C(F)(F)F)=O)CC (N-(3-chloro-2-ethylpyridin-4-yl)-4-[(5-trifluoromethylpyridin-2-yl)oxy]phenylacetamide). Isolated yield 26.2%. Reaction SMILES: [F:1][C:2]([F:21])([F:20])[C:3]1[CH:4]=[CH:5][C:6]([O:9][C:10]2[CH:15]=[CH:14][C:13]([CH2:16][C:17]([OH:19])=O)=[CH:12][CH:11]=2)=[N:7][CH:8]=1.Cl.C(N=C=NCCCN(C)C)C.[NH2:34][C:35]1[CH:40]=[CH:39][N:38]=[C:37]([CH2:41][CH3:42])[C:36]=1[Cl:43]>ClCCl>[Cl:43][C:36]1[C:37]([CH2:41][CH3:42])=[N:38][CH:39]=[CH:40][C:35]=1[NH:34][C:17](=[O:19])[CH2:16][C:13]1[CH:12]=[CH:11][C:10]([O:9][C:6]2[CH:5]=[CH:4][C:3]([C:2]([F:1])([F:21])[F:20])=[CH:8][N:7]=2)=[CH:15][CH:14]=1 |f:1.2|. Reported procedure: 2.97 g (10.0 mmol) of 4-[(5-trifluoromethylpyridin-2-yl)oxy]phenylacetic acid was dissolved in 20 ml of dichloromethane, and the solution was cooled to a temperature of from -10° to 0° C. Then, 2.30 g (12.0 mmol) of 1-ethyl-3-(3-dimethylaminopropyl)carbodiimide hydrochloride was added thereto, and the mixture was stirred at a temperature of from -10° to 0° C. 30 minutes later, 1.57 g (10.0 mmol) of 4-amino-3-chloro-2-ethylpyridine was added thereto, and the mixture was gradually returned to room...